Dataset: the Open Reaction Database (ORD), a public repository of structured organic reaction records. Task: describe an organic reaction: reactants, conditions, products, and yield The reactants are resultant mixture, CNC1=C2NC=NC2=NC=N1 (6-methylaminopurine), C([O-])([O-])=O.[K+].[K+] (potassium carbonate), ClC1=C(CCl)C(=CC=C1)F (2-chloro-6-fluorobenzyl chloride). Solvent: CN(C(C)=O)C (N,N-dimethylacetamide). The product is ClC1=C(CN2C3=NC=NC(=C3N=C2)NC)C(=CC=C1)F (9-(2-chloro-6-fluorobenzyl)-6-methylaminopurine). The yield is 62.3%. As a reaction SMILES: [CH3:1][NH:2][C:3]1[N:11]=[CH:10][N:9]=[C:8]2[C:4]=1[NH:5][CH:6]=[N:7]2.C(=O)([O-])[O-].[K+].[K+].[Cl:18][C:19]1[CH:26]=[CH:25][CH:24]=[C:23]([F:27])[C:20]=1[CH2:21]Cl>CN(C)C(=O)C>[Cl:18][C:19]1[CH:26]=[CH:25][CH:24]=[C:23]([F:27])[C:20]=1[CH2:21][N:7]1[CH:6]=[N:5][C:4]2[C:8]1=[N:9][CH:10]=[N:11][C:3]=2[NH:2][CH3:1] |f:1.2.3|. Reported procedure: To a mixture of 6-methylaminopurine (7.45 g, 50 mmols), potassium carbonate (6.9 g, 50 mmols) and N,N-dimethylacetamide (250 ml) was added 2-chloro-6-fluorobenzyl chloride (17.9 g, 100 mmols), and the resultant mixture was allowed to react at 110° C. for 6 hours with stirring. After cooling, the reaction mixture was filtered to remove insoluble materials and the filtrate was concentrated to dryness under reduced pressure. Upon addition of water to the resultant residue, the formed precipitate wa... The reactants are C(CCC)OC(CC1NCCC2=C(C(=CC=C12)OC)C)=O (butyl[5-methyl-6-(methyloxy)-1,2,3,4-tetrahydro-1-isoquinolinyl]acetate), B(Br)(Br)Br (boron tribromide), C(C)O (ethanol). Solvent: ClCCl (dichloromethane). Reaction conditions: temperature 0 celsius, time 30 minute. Yields the product C(CCC)OC(CC1NCCC2=C(C(=CC=C12)O)C)=O (Butyl(6-hydroxy-5-methyl-1,2,3,4-tetrahydro-1-isoquinolinyl)acetate). Reaction SMILES: [CH2:1]([O:5][C:6](=[O:21])[CH2:7][CH:8]1[C:17]2[C:12](=[C:13]([CH3:20])[C:14]([O:18]C)=[CH:15][CH:16]=2)[CH2:11][CH2:10][NH:9]1)[CH2:2][CH2:3][CH3:4].B(Br)(Br)Br.C(O)C>ClCCl>[CH2:1]([O:5][C:6](=[O:21])[CH2:7][CH:8]1[C:17]2[C:12](=[C:13]([CH3:20])[C:14]([OH:18])=[CH:15][CH:16]=2)[CH2:11][CH2:10][NH:9]1)[CH2:2][CH2:3][CH3:4]. Procedure details: To a solution of butyl[5-methyl-6-(methyloxy)-1,2,3,4-tetrahydro-1-isoquinolinyl]acetate (Preparation 14; 707 mg, 2.43 mmol) in dichloromethane (20 ml) at 0° C. under nitrogen was added boron tribromide (1.15 ml; 12.1 mmol) dropwise under nitrogen. The mixture was stirred at 0° C. for 30 min, and ethanol (3 ml) was added slowly to the mixture. After 10 min, the solvent was removed in vacuo and the Starting materials: BrC1=C2C3(C(N(C2=CC=C1)C(C1=CC=CC=C1)C1=CC=CC=C1)=O)COC1=CC2=C(OCCO2)C=C13 (4′-bromo-1′-(diphenylmethyl)-2,3-dihydrospiro[furo[2,3-g][1,4]benzodioxine-8,3′-indol]-2′(1′H)-one), N1=CC(=CC2=CC=CC=C12)B(O)O (quinolin-3-ylboronic acid), C([O-])([O-])=O.[Na+].[Na+] (sodium carbonate). The reagents and catalysts are C=1C=CC(=CC1)[P](C=2C=CC=CC2)(C=3C=CC=CC3)[Pd]([P](C=4C=CC=CC4)(C=5C=CC=CC5)C=6C=CC=CC6)([P](C=7C=CC=CC7)(C=8C=CC=CC8)C=9C=CC=CC9)[P](C=1C=CC=CC1)(C=1C=CC=CC1)C=1C=CC=CC1 (tetrakis(triphenylphosphine)palladium). Solvent: CN(C=O)C (N,N-dimethylformamide). Yields the product C1(=CC=CC=C1)C(N1C(C2(C3=C(C=CC=C13)C=1C=NC3=CC=CC=C3C1)COC1=CC3=C(OCCO3)C=C12)=O)C1=CC=CC=C1 (1′-(diphenylmethyl)-4′-quinolin-3-yl-2,3-dihydrospiro[furo[2,3-g][1,4]benzodioxine-8,3′-indol]-2′(1′H)-one). Yield: 35.2%. As a reaction SMILES: Br[C:2]1[CH:10]=[CH:9][CH:8]=[C:7]2[C:3]=1[C:4]1([C:36]3[C:27](=[CH:28][C:29]4[O:34][CH2:33][CH2:32][O:31][C:30]=4[CH:35]=3)[O:26][CH2:25]1)[C:5](=[O:24])[N:6]2[CH:11]([C:18]1[CH:23]=[CH:22][CH:21]=[CH:20][CH:19]=1)[C:12]1[CH:17]=[CH:16][CH:15]=[CH:14][CH:13]=1.[N:37]1[C:46]2[C:41](=[CH:42][CH:43]=[CH:44][CH:45]=2)[CH:40]=[C:39](B(O)O)[CH:38]=1.C(=O)([O-])[O-].[Na+].[Na+]>C1C=CC([P]([Pd]([P](C2C=CC=CC=2)(C2C=CC=CC=2)C2C=CC=CC=2)([P](C2C=CC=CC=2)(C2C=CC=CC=2)C2C=CC=CC=2)[P](C2C=CC=CC=2)(C2C=CC=CC=2)C2C=CC=CC=2)(C2C=CC=CC=2)C2C=CC=CC=2)=CC=1.CN(C)C=O>[C:12]1([CH:11]([C:18]2[CH:19]=[CH:20][CH:21]=[CH:22][CH:23]=2)[N:6]2[C:7]3[C:3](=[C:2]([C:39]4[CH:38]=[N:37][C:46]5[C:41]([CH:40]=4)=[CH:42][CH:43]=[CH:44][CH:45]=5)[CH:10]=[CH:9][CH:8]=3)[C:4]3([C:36]4[C:27](=[CH:28][C:29]5[O:34][CH2:33][CH2:32][O:31][C:30]=5[CH:35]=4)[O:26][CH2:25]3)[C:5]2=[O:24])[CH:17]=[CH:16][CH:15]=[CH:14][CH:13]=1 |f:2.3.4,^1:59,61,80,99|. Procedure details: A 10 mL microwave reaction vessel was charged with 4′-bromo-1′-(diphenylmethyl)-2,3-dihydrospiro[furo[2,3-g][1,4]benzodioxine-8,3′-indol]-2′(1′H)-one (0.38 g, 1.40 mmol), tetrakis(triphenylphosphine)palladium (0.080 g, 0.14 mmol), quinolin-3-ylboronic acid (0.20 g, 2.3 mmol), 2 M aqueous sodium carbonate (1.8 mL) and N,N-dimethylformamide (3.mL). The reaction mixture was irradiated at 150° C. for 15 min in a microwave reactor. The reaction was repeated and both reaction mixtures were combined, p... Starting materials: S(=O)(Cl)Cl (Thionyl chloride), C(C1=CC=CC=C1)N[C@H]1CC[C@H](CC1)C(=O)O (cis-4-(benzylamino)cyclohexanecarboxylic acid), CO (MeOH). Product: C(C1=CC=CC=C1)N[C@H]1CC[C@H](CC1)C(=O)OC (cis-methyl 4-(benzylamino)cyclohexanecarboxylate). The yield is 66.0%. Reaction SMILES: S(Cl)(Cl)=O.[CH2:5]([NH:12][C@@H:13]1[CH2:18][CH2:17][C@H:16]([C:19]([OH:21])=[O:20])[CH2:15][CH2:14]1)[C:6]1[CH:11]=[CH:10][CH:9]=[CH:8][CH:7]=1.[CH3:22]O>>[CH2:5]([NH:12][C@@H:13]1[CH2:14][CH2:15][C@H:16]([C:19]([O:21][CH3:22])=[O:20])[CH2:17][CH2:18]1)[C:6]1[CH:11]=[CH:10][CH:9]=[CH:8][CH:7]=1. Procedure details: Thionyl chloride was added to a solution of compound cis-4-(benzylamino)cyclohexanecarboxylic acid (0.5 g, 2.1 mmol) in MeOH (7 ml) at 0° C. and the reaction mixture was heated at reflux for 18 h. Then volatiles were removed in vacuo and the reaction mixture was basified using saturated sodium bicarbonate. The aqueous layer was extracted with ethyl acetate, water and brine solution. The organic layer was dried over anhydrous sodium sulfate, filtered and concentrated under reduced pressure to aff... Reactants: O=C([O-])O, CCNC(=O)Nc1cc(-c2nc(C(F)(F)F)cs2)c(B2OC(C)(C)C(C)(C)O2)cn1, COCCOC, Cl, CCOC(=O)c1cn(CC2CCNC2)c2ccc(I)cc2c1=O, [Na+], O. The product is CCNC(=O)Nc1cc(-c2nc(C(F)(F)F)cs2)c(-c2ccc3c(c2)c(=O)c(C(=O)OCC)cn3CC2CCNC2)cn1. Reaction SMILES: [C:55](=[O:56])([OH:57])[O-:58].[CH2:25]([CH3:26])[NH:27][C:28](=[O:29])[NH:30][c:31]1[n:32][cH:33][c:34]([B:46]2[O:47][C:48]([CH3:49])([CH3:50])[C:51]([CH3:52])([CH3:53])[O:54]2)[c:35](-[c:37]2[s:38][cH:39][c:40]([C:42]([F:43])([F:44])[F:45])[n:41]2)[cH:36]1.[CH2:60]([CH2:61][O:62][CH3:63])[O:64][CH3:65].[ClH:1].[I:2][c:3]1[cH:4][c:5]2[c:6](=[O:24])[c:7]([C:19](=[O:20])[O:21][CH2:22][CH3:23])[cH:8][n:9]([CH2:13][CH:14]3[CH2:15][NH:16][CH2:17][CH2:18]3)[c:10]2[cH:11][cH:12]1.[Na+:59].[OH2:66]>>[c:3]1(-[c:34]2[cH:33][n:32][c:31]([NH:30][C:28]([NH:27][CH2:25][CH3:26])=[O:29])[cH:36][c:35]2-[c:37]2[s:38][cH:39][c:40]([C:42]([F:43])([F:44])[F:45])[n:41]2)[cH:4][c:5]2[c:6](=[O:24])[c:7]([C:19](=[O:20])[O:21][CH2:22][CH3:23])[cH:8][n:9]([CH2:13][CH:14]3[CH2:15][NH:16][CH2:17][CH2:18]3)[c:10]2[cH:11][cH:12]1. Reactants: C1CCOC1, CCN=C=NCCCN(C)C, CCN(C(C)C)C(C)C, Cl, Cc1c(Cl)c(OCC(=O)O)nc2sc(C(=O)NC3CC3)c(N)c12, NCCN1CCCC1, CN(C)C=O, O, On1nnc2ccccc21. Yields the product Cc1c(Cl)c(OCC(=O)NCCN2CCCC2)nc2sc(C(=O)NC3CC3)c(N)c12. RXN SMILES: [CH2:69]1[O:70][CH2:71][CH2:72][CH2:73]1.[CH3:45][N:46]([CH3:47])[CH2:48][CH2:49][CH2:50][N:51]=[C:52]=[N:53][CH2:54][CH3:55].[CH:35]([N:36]([CH2:37][CH3:38])[CH:39]([CH3:40])[CH3:41])([CH3:42])[CH3:43].[ClH:44].[NH2:1][c:2]1[c:3]([C:18]([NH:19][CH:20]2[CH2:21][CH2:22]2)=[O:23])[s:4][c:5]2[n:6][c:7]([O:13][CH2:14][C:15](=[O:16])[OH:17])[c:8]([Cl:12])[c:9]([CH3:11])[c:10]12.[NH2:56][CH2:57][CH2:58][N:59]1[CH2:60][CH2:61][CH2:62][CH2:63]1.[O:64]=[CH:65][N:66]([CH3:67])[CH3:68].[OH2:24].[OH:25][n:26]1[c:27]2[cH:28][cH:29][cH:30][cH:31][c:32]2[n:33][n:34]1>>[NH2:1][c:2]1[c:3]([C:18]([NH:19][CH:20]2[CH2:21][CH2:22]2)=[O:23])[s:4][c:5]2[n:6][c:7]([O:13][CH2:14][C:15](=[O:17])[NH:56][CH2:57][CH2:58][N:59]3[CH2:60][CH2:61][CH2:62][CH2:63]3)[c:8]([Cl:12])[c:9]([CH3:11])[c:10]12. The reactants are NC=1C=CC2=C(NC(CCC2(C)C)=O)C1 (8-Amino-5,5-dimethyl-1,3,4,5-tetrahydro-benzo[b]azepin-2-one), ClC1=NC=C(C(=N1)NC1=C(C=CC=C1S(=O)(=O)C(C)C)F)Cl ((2,5-Dichloro-pyrimidin-4-yl)-[2-fluoro-6-(propane-2-sulfonyl)-phenyl]-amine). Yields the product ClC=1C(=NC(=NC1)NC1=CC2=C(C(CCC(N2)=O)(C)C)C=C1)NC1=C(C=CC=C1S(=O)(=O)C(C)C)F (8-{5-Chloro-4-[2-fluoro-6-(propane-2-sulfonyl)-phenylamino]-pyrimidin-2-ylamino}-5,5-dimethyl-1,3,4,5-tetrahydro-1-benzazepin-2-one), solid. The yield is 48.0%. As a reaction SMILES: [NH2:1][C:2]1[CH:3]=[CH:4][C:5]2[C:11]([CH3:13])([CH3:12])[CH2:10][CH2:9][C:8](=[O:14])[NH:7][C:6]=2[CH:15]=1.Cl[C:17]1[N:22]=[C:21]([NH:23][C:24]2[C:29]([S:30]([CH:33]([CH3:35])[CH3:34])(=[O:32])=[O:31])=[CH:28][CH:27]=[CH:26][C:25]=2[F:36])[C:20]([Cl:37])=[CH:19][N:18]=1>>[Cl:37][C:20]1[C:21]([NH:23][C:24]2[C:29]([S:30]([CH:33]([CH3:34])[CH3:35])(=[O:32])=[O:31])=[CH:28][CH:27]=[CH:26][C:25]=2[F:36])=[N:22][C:17]([NH:1][C:2]2[CH:3]=[CH:4][C:5]3[C:11]([CH3:12])([CH3:13])[CH2:10][CH2:9][C:8](=[O:14])[NH:7][C:6]=3[CH:15]=2)=[N:18][CH:19]=1. Reported procedure: 8-{5-Chloro-4-[2-fluoro-6-(propane-2-sulfonyl)-phenylamino]-pyrimidin-2-ylamino}-5,5-dimethyl-1,3,4,5-tetrahydro-1-benzazepin-2-one was prepared from 8-Amino-5,5-dimethyl-1,3,4,5-tetrahydro-benzo[b]azepin-2-one and (2,5-Dichloro-pyrimidin-4-yl)-[2-fluoro-6-(propane-2-sulfonyl)-phenyl]-amine in an analogous manner to Example 1251d. (120° C., 60 minutes). Title compound isolated as an off-white solid (68 mg, 48%). LCMS 534.13 (M+H), HPLC purity 98%, 1H-NMR (CDCl3, 400 MHz) δ: 8.17 (d, J=8.6 Hz, 1H... The reactants are S(=O)(Cl)Cl (thionyl chloride), S1C(=CC=C1)C(=O)C=1C=C(C=CC1)C(C)O (α-hydroxy-α-methyl-m-tolyl 2-thienyl ketone). Run in C1=CC=CC=C1 (benzene). Run at time 1 hour. The product is S1C(=CC=C1)C(=O)C=1C=C(C=CC1)C(C)Cl (α-chloro-α-methyl-m-tolyl 2-thienyl ketone). RXN SMILES: S(Cl)([Cl:3])=O.[S:5]1[CH:9]=[CH:8][CH:7]=[C:6]1[C:10]([C:12]1[CH:13]=[C:14]([CH:18](O)[CH3:19])[CH:15]=[CH:16][CH:17]=1)=[O:11]>C1C=CC=CC=1>[S:5]1[CH:9]=[CH:8][CH:7]=[C:6]1[C:10]([C:12]1[CH:13]=[C:14]([CH:18]([Cl:3])[CH3:19])[CH:15]=[CH:16][CH:17]=1)=[O:11]. Procedure details: 5.5 parts of thionyl chloride is added dropwise to a stirred solution of 9.5 parts of α-hydroxy-α-methyl-m-tolyl 2-thienyl ketone in 40 parts of benzene while keeping the temperature below 20° C. Upon completion, stirring is continued for one hour at room temperature and for one additional hour at 30°-35° C. The reaction mixture is evaporated in vacuo. The residue is taken up in toluene and the latter is evaporated again. The residue is distilled, yielding α-chloro-α-methyl-m-tolyl 2-thienyl ket...